From a dataset of the Open Reaction Database (ORD), a public repository of structured organic reaction records. describe an organic reaction: reactants, conditions, products, and yield Reactants: C1CCNCC1, COc1ccc(-c2cccc3c2CC(=O)N3)cc1, CCO, Cc1cc(C(=O)NCCn2ccnn2)c(C=O)[nH]1. The product is COc1ccc(-c2cccc3c2C(=Cc2[nH]c(C)cc2C(=O)NCCn2ccnn2)C(=O)N3)cc1. RXN SMILES: [CH2:37]1[CH2:38][CH2:39][NH:40][CH2:41][CH2:42]1.[CH3:1][O:2][c:3]1[cH:4][cH:5][c:6](-[c:9]2[c:10]3[c:14]([cH:15][cH:16][cH:17]2)[NH:13][C:12](=[O:18])[CH2:11]3)[cH:7][cH:8]1.[CH3:43][CH2:44][OH:45].[n:19]1([CH2:24][CH2:25][NH:26][C:27](=[O:28])[c:29]2[c:30]([CH:35]=[O:36])[nH:31][c:32]([CH3:34])[cH:33]2)[n:20][n:21][cH:22][cH:23]1>>[CH3:1][O:2][c:3]1[cH:4][cH:5][c:6](-[c:9]2[c:10]3[c:14]([cH:15][cH:16][cH:17]2)[NH:13][C:12](=[O:18])[C:11]3=[CH:35][c:30]2[c:29]([C:27]([NH:26][CH2:25][CH2:24][n:19]3[n:20][n:21][cH:22][cH:23]3)=[O:28])[cH:33][c:32]([CH3:34])[nH:31]2)[cH:7][cH:8]1.